This data is from the Open Reaction Database (ORD), a public repository of structured organic reaction records. The task is: describe an organic reaction: reactants, conditions, products, and yield The reactants are CC1(O[C@H]2[C@H](OC([C@H]3[C@@H]2OC(O3)(C)C)COC(=O)N3C(\C(\C2=CC=CC=C32)=C/C=3NC(=CC3C)C)=O)O1)C (3-[1-(3,5-Dimethyl-1H-pyrrol-2-yl)-meth-(Z)-ylidene]-2-oxo-2,3-dihydro-indole-1-carboxylic acid (3aR, 5aS, 8aS, 8bR)-2,2,7,7-tetramethyl-tetrahydro-bis[1,3]dioxolo[4,5-b;4′,5′-d]pyran-5-ylmethyl ester), resultant mixture. The product is O[C@H]1C(OC([C@@H]([C@H]1O)O)O)COC(=O)N1C(\C(\C2=CC=CC=C12)=C/C=1NC(=CC1C)C)=O (3-[1-(3,5-dimethyl-1H-pyrrol-2-yl)-meth-(Z)-ylidene]-2-oxo-2,3-dihydro-indole-1-carboxylic acid (3R, 4S, 5R)-3,4,5,6-tetrahydroxy-tetrahydro-pyran-2-ylmethyl ester). Procedure details: 3-[1-(3,5-Dimethyl-1H-pyrrol-2-yl)-meth-(Z)-ylidene]-2-oxo-2,3-dihydro-indole-1-carboxylic acid (3aR, 5aS, 8aS, 8bR)-2,2,7,7-tetramethyl-tetrahydro-bis[1,3]dioxolo[4,5-b;4′,5′-d]pyran-5-ylmethyl ester was dissolved in the mixture of 5.0 mL of 6 N HCl aq. and 20 mL of THF. The resultant mixture was stirred at room temperature for 3 h and 40° C. for 1 h and concentrated. The residue was washed with ethyl acetate and THF and dried to give 133 mg (60%) of 3-[1-(3,5-dimethyl-1H-pyrrol-2-yl)-meth-(Z)-... As a reaction SMILES: CC1(C)[O:37][C@H:5]2[O:6][CH:7]([CH2:15][O:16][C:17]([N:19]3[C:27]4[C:22](=[CH:23][CH:24]=[CH:25][CH:26]=4)/[C:21](=[CH:28]/[C:29]4[NH:30][C:31]([CH3:35])=[CH:32][C:33]=4[CH3:34])/[C:20]3=[O:36])=[O:18])[C@@H:8]3[O:12]C(C)(C)[O:10][C@@H:9]3[C@H:4]2[O:3]1>Cl.C1COCC1>[OH:12][C@@H:8]1[C@H:9]([OH:10])[C@@H:4]([OH:3])[CH:5]([OH:37])[O:6][CH:7]1[CH2:15][O:16][C:17]([N:19]1[C:27]2[C:22](=[CH:23][CH:24]=[CH:25][CH:26]=2)/[C:21](=[CH:28]/[C:29]2[NH:30][C:31]([CH3:35])=[CH:32][C:33]=2[CH3:34])/[C:20]1=[O:36])=[O:18]. The yield is 60.0%. Run in Cl (HCl), C1CCOC1 (THF). Reactants: Cl (Hydrochloric acid), ClC1=C(C=CC(=C1)Cl)CCNC1=CC(=NC(=N1)OC)C=1C=C(C=CC1)C(C(=O)O)(C)C (2-(3-{6-[2-(2,4-dichloro-phenyl)-ethylamino]-2-methoxy-pyrimidin-4-yl}-phenyl)-2-methyl-propionic acid), CO (MeOH). Reaction conditions: temperature 65 celsius, time 8 hour. Yields the product COC(C(C)(C)C1=CC(=CC=C1)C1=NC(=NC(=C1)NCCC1=C(C=C(C=C1)Cl)Cl)OC)=O (2-(3-{6-[2-(2,4-dichloro-phenyl)-ethylamino]-2-methoxy-pyrimidin-4-yl}-phenyl)-2-methyl-propionic acid methyl ester). RXN SMILES: Cl.[Cl:2][C:3]1[CH:8]=[C:7]([Cl:9])[CH:6]=[CH:5][C:4]=1[CH2:10][CH2:11][NH:12][C:13]1[N:18]=[C:17]([O:19][CH3:20])[N:16]=[C:15]([C:21]2[CH:22]=[C:23]([C:27]([CH3:32])([CH3:31])[C:28]([OH:30])=[O:29])[CH:24]=[CH:25][CH:26]=2)[CH:14]=1.[CH3:33]O>>[CH3:33][O:29][C:28](=[O:30])[C:27]([C:23]1[CH:24]=[CH:25][CH:26]=[C:21]([C:15]2[CH:14]=[C:13]([NH:12][CH2:11][CH2:10][C:4]3[CH:5]=[CH:6][C:7]([Cl:9])=[CH:8][C:3]=3[Cl:2])[N:18]=[C:17]([O:19][CH3:20])[N:16]=2)[CH:22]=1)([CH3:32])[CH3:31]. Reported procedure: Hydrochloric acid (81.46 μL, 4M solution in 1,4-dioxane, 0.33 mmol) is added to a stirred solution of 2-(3-{6-[2-(2,4-dichloro-phenyl)-ethylamino]-2-methoxy-pyrimidin-4-yl}-phenyl)-2-methyl-propionic acid [100 mg, 0.22 mmol, Example 49(b)] in MeOH (8 mL), and the reaction mixture is stirred overnight at 65° C. The reaction is cooled to room temperature and concentrated in vacuo. The residue is purified by chromatography to afford 2-(3-{6-[2-(2,4-dichloro-phenyl)-ethylamino]-2-methoxy-pyrimidin-4... Starting materials: CN1N=NC2=C1C=CC(=C2)[N+](=O)[O-] (1-Methyl-5-nitrobenzotriazole), Cl[Sn]Cl (SnCl2). Run in Cl (HCl). Product: NC1=CC2=C(N(N=N2)C)C=C1 (5-amino-1-methylbenzotriazole). The yield is 68.7%. Reaction SMILES: [CH3:1][N:2]1[C:6]2[CH:7]=[CH:8][C:9]([N+:11]([O-])=O)=[CH:10][C:5]=2[N:4]=[N:3]1.Cl[Sn]Cl>Cl>[NH2:11][C:9]1[CH:8]=[CH:7][C:6]2[N:2]([CH3:1])[N:3]=[N:4][C:5]=2[CH:10]=1. Reported procedure: 1-Methyl-5-nitrobenzotriazole (0.7 g) was reduced by SnCl2 (4.0 g) at 0° C. in 5 mL of conc. HCl. The pH of the reaction mixture was adjusted to basic and the mixture was extracted with EtOAc. The product 5-amino-1-methylbenzotriazole (0.4 g) obtained after removal of the solvent was used for the next reaction without further purification.